From a dataset of the Open Reaction Database (ORD), a public repository of structured organic reaction records. describe an organic reaction: reactants, conditions, products, and yield Reactants: CNC, CO, CC(=O)c1ccc(Cl)c(S(=O)(=O)Cl)c1, O. The product is CC(=O)c1ccc(Cl)c(S(=O)(=O)N(C)C)c1. As a reaction SMILES: [CH3:1][NH:2][CH3:3].[CH3:4][OH:5].[Cl:6][c:7]1[c:8]([S:16](=[O:17])(=[O:18])[Cl:19])[cH:9][c:10]([C:13]([CH3:14])=[O:15])[cH:11][cH:12]1.[OH2:20]>>[CH3:1][N:2]([CH3:3])[S:16]([c:8]1[c:7]([Cl:6])[cH:12][cH:11][c:10]([C:13]([CH3:14])=[O:15])[cH:9]1)(=[O:17])=[O:18]. The reactants are COC(=O)c1cccc([N+](=O)[O-])c1NC(=O)OC(C)(C)C, O=C([O-])[O-], BrCc1ccc(-c2ccccc2-c2nnnn2Cc2ccccc2)cc1, CC#N, [K+], [K+]. Product: COC(=O)c1cccc([N+](=O)[O-])c1N(Cc1ccc(-c2ccccc2-c2nnnn2Cc2ccccc2)cc1)C(=O)OC(C)(C)C. Reaction SMILES: [C:27]([CH3:28])([CH3:29])([CH3:30])[O:31][C:32](=[O:33])[NH:34][c:35]1[c:36]([C:37](=[O:38])[O:39][CH3:40])[cH:41][cH:42][cH:43][c:44]1[N+:45](=[O:46])[O-:47].[C:48](=[O:49])([O-:50])[O-:51].[CH2:1]([c:2]1[cH:3][cH:4][cH:5][cH:6][cH:7]1)[n:8]1[n:9][n:10][n:11][c:12]1-[c:13]1[c:14](-[c:19]2[cH:20][cH:21][c:22]([CH2:25][Br:26])[cH:23][cH:24]2)[cH:15][cH:16][cH:17][cH:18]1.[CH3:54][C:55]#[N:56].[K+:52].[K+:53]>>[CH2:1]([c:2]1[cH:3][cH:4][cH:5][cH:6][cH:7]1)[n:8]1[n:9][n:10][n:11][c:12]1-[c:13]1[c:14](-[c:19]2[cH:20][cH:21][c:22]([CH2:25][N:34]([C:32]([O:31][C:27]([CH3:28])([CH3:29])[CH3:30])=[O:33])[c:35]3[c:36]([C:37](=[O:38])[O:39][CH3:40])[cH:41][cH:42][cH:43][c:44]3[N+:45](=[O:46])[O-:47])[cH:23][cH:24]2)[cH:15][cH:16][cH:17][cH:18]1. Starting materials: C(C)(C)NC=1C(=NC=CC1)N1CCN(CC1)C(=O)C1=CC=C(C(=O)O)C=C1 (4-[1-[3-(isopropylamino)-2-pyridyl]piperazin-4-yl-carbonyl]benzoic acid), N[C@H](CO)C(C)C ((S)-(+)-2-amino-3-methyl-1-butanol). The product is OC[C@H](C(C)C)NC(=O)C1=CC=C(C=C1)C(=O)N1CCN(CC1)C1=NC=CC=C1NC(C)C (1-[N-[(1S)-2-Hydroxy-1-(1-methylethyl)ethyl]carbamoyl]-4-[1-[3-(isopropylamino)-2-pyridyl]piperazin-4-yl-carbonyl]benzene). Yield: 80.0%. RXN SMILES: [CH:1]([NH:4][C:5]1[C:6]([N:11]2[CH2:16][CH2:15][N:14]([C:17]([C:19]3[CH:27]=[CH:26][C:22]([C:23](O)=[O:24])=[CH:21][CH:20]=3)=[O:18])[CH2:13][CH2:12]2)=[N:7][CH:8]=[CH:9][CH:10]=1)([CH3:3])[CH3:2].[NH2:28][C@@H:29]([CH:32]([CH3:34])[CH3:33])[CH2:30][OH:31]>>[OH:31][CH2:30][C@@H:29]([NH:28][C:23]([C:22]1[CH:21]=[CH:20][C:19]([C:17]([N:14]2[CH2:13][CH2:12][N:11]([C:6]3[C:5]([NH:4][CH:1]([CH3:2])[CH3:3])=[CH:10][CH:9]=[CH:8][N:7]=3)[CH2:16][CH2:15]2)=[O:18])=[CH:27][CH:26]=1)=[O:24])[CH:32]([CH3:34])[CH3:33]. Procedure: By the same procedure as described in the example 30, synthesis was carried out starting with 4-[1-[3-(isopropylamino)-2-pyridyl]piperazin-4-yl-carbonyl]benzoic acid and using (S)-(+)-2-amino-3-methyl-1-butanol. Then, the product was recrystallized using ethanol and isopropyl ether to give a desired compound. Starting materials: [O-][Cl+][O-], Cl, O=Cc1ccc([N+](=O)[O-])s1, [Na+], [Na+], [Na+], O, OO, O=S([O-])[O-]. Product: O=C(O)c1ccc([N+](=O)[O-])s1. As a reaction SMILES: [Cl+:13]([O-:14])[O-:15].[ClH:23].[N+:1](=[O:2])([O-:3])[c:4]1[cH:5][cH:6][c:7]([CH:9]=[O:10])[s:8]1.[Na+:16].[Na+:21].[Na+:22].[OH2:24].[OH:11][OH:12].[S:17]([O-:18])([O-:19])=[O:20]>>[N+:1](=[O:2])([O-:3])[c:4]1[cH:5][cH:6][c:7]([C:9](=[O:10])[OH:14])[s:8]1. Reactants: NC(=CC(=O)OCC)C1=NC=CC=C1 (ethyl 3-amino-3-(2-pyridyl)-2-propenoate), [H-].[Na+] (sodium hydride), FC(OC1=CC=C(C=C1)NC(OCC)=O)(F)F (ethyl 4-trifluoromethoxyphenylcarbamate). Solvent: CN(C=O)C (dimethylformamide). Reaction conditions: temperature 0 celsius. Yields the product FC(OC1=CC=C(C=C1)N1C(NC(=CC1=O)C1=NC=CC=C1)=O)(F)F (3-(4-trifluoromethoxyphenyl)-6-(2-pyridyl)-2,4(1H,3H)-pyrimidinedione). The yield is 55.0%. RXN SMILES: [NH2:1][C:2]([C:9]1[CH:14]=[CH:13][CH:12]=[CH:11][N:10]=1)=[CH:3][C:4]([O:6]CC)=O.[H-].[Na+].[F:17][C:18]([F:33])([F:32])[O:19][C:20]1[CH:25]=[CH:24][C:23]([NH:26][C:27](=O)[O:28]CC)=[CH:22][CH:21]=1>CN(C)C=O>[F:17][C:18]([F:32])([F:33])[O:19][C:20]1[CH:21]=[CH:22][C:23]([N:26]2[C:4](=[O:6])[CH:3]=[C:2]([C:9]3[CH:14]=[CH:13][CH:12]=[CH:11][N:10]=3)[NH:1][C:27]2=[O:28])=[CH:24][CH:25]=1 |f:1.2|. Procedure: 1.0 g of ethyl 3-amino-3-(2-pyridyl)-2-propenoate was added dropwise to a 20 ml dimethylformamide solution of 0.26 g of sodium hydride (purity: 55%) under stirring at 0° C. This solution was stirred at room temperature for 15 minutes and then added with 1.3 g of ethyl 4-trifluoromethoxyphenylcarbamate. The mixed solution was stirred at 100° C. for 3 hours and then the solvent was distilled away under reduced pressure. The residue was dissolved by adding 100 ml of water and washed with diethyl et... Starting materials: Reduced iron, FS(C=1C=C(C=CC1)[N+](=O)[O-])(F)(F)(F)F (3-pentafluorosulphanylnitrobenzene), O (water), Cl (hydrochloric acid). The solvent is C(C)(C)O (isopropanol). Product: FS(C=1C=C(N)C=CC1)(F)(F)(F)F (3-Pentafluorosulphanylaniline). RXN SMILES: [F:1][S:2]([F:15])([F:14])([F:13])([F:12])[C:3]1[CH:4]=[C:5]([N+:9]([O-])=O)[CH:6]=[CH:7][CH:8]=1.O.Cl>C(O)(C)C>[F:1][S:2]([F:12])([F:13])([F:14])([F:15])[C:3]1[CH:4]=[C:5]([CH:6]=[CH:7][CH:8]=1)[NH2:9]. Procedure details: Reduced iron powder (8.60 g) was added to a stirred solution of 3-pentafluorosulphanylnitrobenzene (2.65 g) in a mixture of isopropanol (27 ml), water (6 ml) and concentrated hydrochloric acid (0.3 ml). The resulting mixture was heated under reflux for 1 hour, and was then allowed to cool slightly before being filtered through Hyflo. The Hyflo was washed with more isopropanol, and the combined filtrates were evaporated under reduced pressure. The residue was dissolved in a little diethyl ether a... Reactants: [Cl-].[NH4+] (ammonium chloride), BrCC(=O)OCC (ethyl bromoacetate), C([O-])([O-])=O.[K+].[K+] (potassium carbonate), NC1=C(C=C(C2=C1C(C=C(O2)C2=CC(=C(C=C2)NC(C(C)(C)C)=O)F)=O)F)F (5-amino-6,8-difluoro-2-(3-fluoro-4-pivaloylaminophenyl)-4H-1-benzopyran-4-one). Run in CN(C=O)C (dimethylformamide). Reaction conditions: temperature 100 celsius, time 21 hour. Product: C(C)OC(=O)CNC1=C(C=C(C2=C1C(C=C(O2)C2=CC(=C(C=C2)NC(C(C)(C)C)=O)F)=O)F)F (5-ethoxycarbonylmethylamino-6,8-difluoro-2-(3-fluoro-4-pivaloylaminophenyl)-4H-1-benzopyran-4-one). The yield is 66.0%. Reaction SMILES: [NH2:1][C:2]1[C:7]2[C:8](=[O:26])[CH:9]=[C:10]([C:12]3[CH:17]=[CH:16][C:15]([NH:18][C:19](=[O:24])[C:20]([CH3:23])([CH3:22])[CH3:21])=[C:14]([F:25])[CH:13]=3)[O:11][C:6]=2[C:5]([F:27])=[CH:4][C:3]=1[F:28].Br[CH2:30][C:31]([O:33][CH2:34][CH3:35])=[O:32].C(=O)([O-])[O-].[K+].[K+].[Cl-].[NH4+]>CN(C)C=O>[CH2:34]([O:33][C:31]([CH2:30][NH:1][C:2]1[C:7]2[C:8](=[O:26])[CH:9]=[C:10]([C:12]3[CH:17]=[CH:16][C:15]([NH:18][C:19](=[O:24])[C:20]([CH3:23])([CH3:22])[CH3:21])=[C:14]([F:25])[CH:13]=3)[O:11][C:6]=2[C:5]([F:27])=[CH:4][C:3]=1[F:28])=[O:32])[CH3:35] |f:2.3.4,5.6|. Procedure: 1.02 g (2.62mmol) of 5-amino-6,8-difluoro-2-(3-fluoro-4-pivaloylaminophenyl)-4H-1-benzopyran-4-one obtained in Example 66 was dissolved in 30 mL of dimethylformamide under argon atmosphere, 5.8 mL (52.3 mmol) of ethyl bromoacetate and 1.80 g (13.1 mmol) of potassium carbonate were added and the mixture was stirred at 100° C. for 21 hours. The reaction solution was cooled on ice, an aqueous saturated solution of ammonium chloride was added and the precipitated crystals were collected by filtratio... The reactants are COC1OC(COC2OC(COCc3ccccc3)C(OC(C)=O)C(OCc3ccccc3)C2OCc2ccccc2)C(OCc2ccccc2)C(OCc2ccccc2)C1OCc1ccccc1, CO, C[O-], Cc1ccccc1, [Na+]. The product is COC1OC(COC2OC(COCc3ccccc3)C(O)C(OCc3ccccc3)C2OCc2ccccc2)C(OCc2ccccc2)C(OCc2ccccc2)C1OCc1ccccc1. As a reaction SMILES: [C:1](=[O:2])([CH3:3])[O:4][CH:5]1[CH:6]([O:62][CH2:63][c:64]2[cH:65][cH:66][cH:67][cH:68][cH:69]2)[CH:7]([O:54][CH2:55][c:56]2[cH:57][cH:58][cH:59][cH:60][cH:61]2)[CH:8]([O:20][CH2:21][CH:22]2[CH:23]([O:46][CH2:47][c:48]3[cH:49][cH:50][cH:51][cH:52][cH:53]3)[CH:24]([O:38][CH2:39][c:40]3[cH:41][cH:42][cH:43][cH:44][cH:45]3)[CH:25]([O:30][CH2:31][c:32]3[cH:33][cH:34][cH:35][cH:36][cH:37]3)[CH:26]([O:27][CH3:28])[O:29]2)[O:9][CH:10]1[CH2:11][O:12][CH2:13][c:14]1[cH:15][cH:16][cH:17][cH:18][cH:19]1.[CH3:70][OH:71].[CH3:72][O-:73].[CH3:75][c:76]1[cH:77][cH:78][cH:79][cH:80][cH:81]1.[Na+:74]>>[OH:4][CH:5]1[CH:6]([O:62][CH2:63][c:64]2[cH:65][cH:66][cH:67][cH:68][cH:69]2)[CH:7]([O:54][CH2:55][c:56]2[cH:57][cH:58][cH:59][cH:60][cH:61]2)[CH:8]([O:20][CH2:21][CH:22]2[CH:23]([O:46][CH2:47][c:48]3[cH:49][cH:50][cH:51][cH:52][cH:53]3)[CH:24]([O:38][CH2:39][c:40]3[cH:41][cH:42][cH:43][cH:44][cH:45]3)[CH:25]([O:30][CH2:31][c:32]3[cH:33][cH:34][cH:35][cH:36][cH:37]3)[CH:26]([O:27][CH3:28])[O:29]2)[O:9][CH:10]1[CH2:11][O:12][CH2:13][c:14]1[cH:15][cH:16][cH:17][cH:18][cH:19]1. The reactants are ClC1=C(ONC(NCCC)=O)C=C(C=C1)Cl (3-(2,5-dichlorophenoxy)-1-n-propylurea), C([O-])([O-])=O.[K+].[K+] (potassium carbonate), C(C)OCCl (chloromethyl ethyl ether). Run in O (water). Run at temperature 50 celsius, time 1 hour. Yields the product ClC1=C(ON(C(NCCC)=O)COCC)C=C(C=C1)Cl (3-(2,5-Dichlorophenoxy)-3-ethoxymethyl-1-n-propylurea). Isolated yield 13.7%. As a reaction SMILES: [Cl:1][C:2]1[CH:15]=[CH:14][C:13]([Cl:16])=[CH:12][C:3]=1[O:4][NH:5][C:6](=[O:11])[NH:7][CH2:8][CH2:9][CH3:10].C(=O)([O-])[O-].[K+].[K+].[CH2:23]([O:25][CH2:26]Cl)[CH3:24]>O>[Cl:1][C:2]1[CH:15]=[CH:14][C:13]([Cl:16])=[CH:12][C:3]=1[O:4][N:5]([CH2:26][O:25][CH2:23][CH3:24])[C:6](=[O:11])[NH:7][CH2:8][CH2:9][CH3:10] |f:1.2.3|. Reported procedure: To 2.63 g of 3-(2,5-dichlorophenoxy)-1-n-propylurea, were added 4.14 g (20 mmoles) of anhydrous potassium carbonate and then 1.42 g (15 mmoles) of chloromethyl ethyl ether. The mixture was stirred at 50° C. for 1 hour. The reaction mixture was cooled to room temperature, and 300 ml of water was added. The mixture was extracted with ethyl acetate. The extract was washed with a saturated aqueous solution of sodium chloride and dried over anhydrous magnesium sulfate. The ethyl acetate was evaporate...